The task is: describe an organic reaction: reactants, conditions, products, and yield. This data is from the Open Reaction Database (ORD), a public repository of structured organic reaction records. Reactants: ClC1=C(C=CC=C1)C (2-chlorotoluene), S1C2=C(C=C1C(=O)OCCCCC(=C(F)F)C)C=CC=C2 (6,6-difluoro-5-methyl-5-hexenyl benzo[b]thiophene-2-carboxylate), C(C)(C)OC(C)C (isopropyl ether), COC=1C=CC(=CC1)P2(=S)SP(=S)(S2)C=3C=CC(=CC3)OC (Lawesson's reagent). Run in CCCCCC (hexane). Yields the product S1C2=C(C=C1C(OCCCCC(=C(F)F)C)=S)C=CC=C2 (O-(6,6-difluoro-5-methyl-5-hexenyl) benzo[b]thiophene-2-thiocarboxylate). Yield: 81.4%. RXN SMILES: ClC1C=CC=CC=1C.[S:9]1[C:13]([C:14]([O:16][CH2:17][CH2:18][CH2:19][CH2:20][C:21]([CH3:25])=[C:22]([F:24])[F:23])=O)=[CH:12][C:11]2[CH:26]=[CH:27][CH:28]=[CH:29][C:10]1=2.COC1C=CC(P2(SP(C3C=CC(OC)=CC=3)(=S)S2)=[S:39])=CC=1.C(OC(C)C)(C)C>CCCCCC>[S:9]1[C:13]([C:14](=[S:39])[O:16][CH2:17][CH2:18][CH2:19][CH2:20][C:21]([CH3:25])=[C:22]([F:24])[F:23])=[CH:12][C:11]2[CH:26]=[CH:27][CH:28]=[CH:29][C:10]1=2. Reported procedure: To 5 ml of 2-chlorotoluene was dissolved 0.20 g (0.64 mmol) of 6,6-difluoro-5-methyl-5-hexenyl benzo[b]thiophene-2-carboxylate, followed by the addition of 0.26 g (0.64 mmol) of Lawesson's reagent and stirring by heating under refluxing for 4 hours. To the reaction liquid were added 2 ml of isopropyl ether and 10 ml of hexane and precipitated solid was filtered off. The filtrate was concentrated under reduced pressure and the residue was purified with silica gel column chromatography (diisopropy... Reactants: N[C@@H](CCCNC(N)=N)C(=O)O ((S)-Arginine), C(=O)([O-])[O-].[K+].[K+] (K2CO3), CC(C1=CC=CC=C1)(C)C=1C=C(C=CC1)S(=O)(=O)Cl (3-(α,α-Dimethylbenzyl)benzenesulphonyl chloride). Run in O.O1CCOCC1 (water dioxan). Yields the product CC(C1=CC=CC=C1)(C)C=1C=C(C=CC1)S(=O)(=O)N[C@@H](CCCNC(N)=N)C(=O)O (Nα -(3-(α,α-dimethylbenzyl)benzenesulphonyl)-(S)-arginine). Reaction SMILES: [NH2:1][C@H:2]([C:10]([OH:12])=[O:11])[CH2:3][CH2:4][CH2:5][NH:6][C:7](=[NH:9])[NH2:8].C([O-])([O-])=O.[K+].[K+].[CH3:19][C:20]([C:28]1[CH:29]=[C:30]([S:34](Cl)(=[O:36])=[O:35])[CH:31]=[CH:32][CH:33]=1)([CH3:27])[C:21]1[CH:26]=[CH:25][CH:24]=[CH:23][CH:22]=1>O.O1CCOCC1>[CH3:27][C:20]([C:28]1[CH:29]=[C:30]([S:34]([NH:1][C@H:2]([C:10]([OH:12])=[O:11])[CH2:3][CH2:4][CH2:5][NH:6][C:7](=[NH:8])[NH2:9])(=[O:35])=[O:36])[CH:31]=[CH:32][CH:33]=1)([CH3:19])[C:21]1[CH:22]=[CH:23][CH:24]=[CH:25][CH:26]=1 |f:1.2.3,5.6|. Procedure: (S)-Arginine (12.6 g) and K2CO3 (12.03 g) are suspended in 50% water/dioxan (250 ml) with vigorous stirring and the reaction mixture is cooled to <5° C. 3-(α,α-Dimethylbenzyl)benzenesulphonyl chloride (21.4g) is added in 6 portions over 30 minutes at <5° C. The mixture is stirred at 20° C. for 2 hours. A colourless solid precipitates. The dioxan is removed by evaporation and the aqueous residue is acidified with cone. HCl. The mixture is extracted with ethyl acetate (3×50ml) and the aqueous phas...